From a dataset of the Open Reaction Database (ORD), a public repository of structured organic reaction records. describe an organic reaction: reactants, conditions, products, and yield Reactants: CC[SiH](CC)CC, COc1ccc(CNc2ncc3[nH]c(=O)n(Cc4c(F)cccc4F)c3n2)c(OC)c1, ClCCl, O=C(O)C(F)(F)F. Yields the product O=C(O)C(F)(F)F, Nc1ncc2[nH]c(=O)n(Cc3c(F)cccc3F)c2n1. As a reaction SMILES: [CH2:32]([SiH:33]([CH2:34][CH3:35])[CH2:36][CH3:37])[CH3:38].[CH3:1][O:2][c:3]1[cH:4][c:5]([O:26][CH3:27])[cH:28][cH:29][c:30]1[CH2:31][NH:6][c:7]1[n:8][cH:9][c:10]2[nH:11][c:12](=[O:25])[n:13]([CH2:16][c:17]3[c:18]([F:24])[cH:19][cH:20][cH:21][c:22]3[F:23])[c:14]2[n:15]1.[Cl:46][CH2:47][Cl:48].[F:39][C:40]([C:41](=[O:42])[OH:43])([F:44])[F:45]>>[F:39][C:40]([C:41](=[O:42])[OH:43])([F:44])[F:45].[NH2:6][c:7]1[n:8][cH:9][c:10]2[nH:11][c:12](=[O:25])[n:13]([CH2:16][c:17]3[c:18]([F:24])[cH:19][cH:20][cH:21][c:22]3[F:23])[c:14]2[n:15]1.